This data is from the Open Reaction Database (ORD), a public repository of structured organic reaction records. The task is: describe an organic reaction: reactants, conditions, products, and yield The reactants are ClC(C(CCC(=O)OCC)=O)=C(Cl)Cl (ethyl 4,5,5-trichloro-3-oxo-4-pentenecarboxylate), C(OCC)([O-])[O-] (ethyl orthoformate), C(C)(=O)OC(C)=O (acetic anhydride). Product: ClC(C(C(C(=O)OCC)=COCC)=O)=C(Cl)Cl (Ethyl 4,5,5-trichloro-2-ethoxymethylene-3-oxo-4-pentenoate). Reaction SMILES: [Cl:1][C:2](=[C:12]([Cl:14])[Cl:13])[C:3](=[O:11])CCC(OCC)=O.[CH:15]([O-:20])([O-])[O:16][CH2:17][CH3:18].[C:21]([O:24][C:25](=O)[CH3:26])(=O)[CH3:22]>>[Cl:1][C:2](=[C:12]([Cl:14])[Cl:13])[C:3](=[O:11])[C:22](=[CH:21][O:24][CH2:25][CH3:26])[C:15]([O:16][CH2:17][CH3:18])=[O:20]. Procedure details: 305 g (1.24 mol) of ethyl 4,5,5-trichloro-3-oxo-4-pentenecarboxylate are heated with 275 g (1.86 mol) of ethyl orthoformate and 316.0 g of acetic anhydride at 150°-160° C. for three hours. All volatile components are removed initially in vacuo, then under a high vacuum up to 100° C. Yields the product CC(=O)n1c(C(=O)N(C)c2ccccn2)nc2ccccc21. The reactants are CN(C(=O)c1nc2ccccc2[nH]1)c1ccccn1, CC(=O)O, c1ccncc1. As a reaction SMILES: [CH3:1][N:2]([C:3](=[O:4])[c:5]1[nH:6][c:7]2[c:8]([n:9]1)[cH:10][cH:11][cH:12][cH:13]2)[c:14]1[n:15][cH:16][cH:17][cH:18][cH:19]1.[CH3:20][C:21]([OH:22])=[O:23].[cH:24]1[cH:25][cH:26][n:27][cH:28][cH:29]1>>[CH3:1][N:2]([C:3](=[O:4])[c:5]1[n:6][c:7]2[c:8]([n:9]1[C:21]([CH3:20])=[O:22])[cH:10][cH:11][cH:12][cH:13]2)[c:14]1[n:15][cH:16][cH:17][cH:18][cH:19]1. Product: COc1cc(N)c2nccc(C)c2c1OCCCCCCCCCc1ccccc1. Starting materials: COc1cc([N+](=O)[O-])c2nccc(C)c2c1OCCCCCCCCCc1ccccc1, O. As a reaction SMILES: [CH3:1][O:2][c:3]1[c:4]([O:17][CH2:18][CH2:19][CH2:20][CH2:21][CH2:22][CH2:23][CH2:24][CH2:25][CH2:26][c:27]2[cH:28][cH:29][cH:30][cH:31][cH:32]2)[c:5]2[c:6]([CH3:16])[cH:7][cH:8][n:9][c:10]2[c:11]([N+:13]([O-:14])=[O:15])[cH:12]1.[OH2:33]>>[CH3:1][O:2][c:3]1[c:4]([O:17][CH2:18][CH2:19][CH2:20][CH2:21][CH2:22][CH2:23][CH2:24][CH2:25][CH2:26][c:27]2[cH:28][cH:29][cH:30][cH:31][cH:32]2)[c:5]2[c:6]([CH3:16])[cH:7][cH:8][n:9][c:10]2[c:11]([NH2:13])[cH:12]1. The reactants are O=C([O-])[O-], C=CCBr, CN(C)C=O, [K+], [K+], N#Cc1nn(-c2c(Cl)cc(C(F)(F)F)cc2Cl)c(N)c1C(=O)C(F)(F)F, O. The product is C=CCNc1c(C(=O)C(F)(F)F)c(C#N)nn1-c1c(Cl)cc(C(F)(F)F)cc1Cl. As a reaction SMILES: [C:27](=[O:28])([O-:29])[O-:30].[CH2:33]([CH:34]=[CH2:35])[Br:36].[CH3:38][N:39]([CH3:40])[CH:41]=[O:42].[K+:31].[K+:32].[NH2:1][c:2]1[c:3]([C:21]([C:22]([F:23])([F:24])[F:25])=[O:26])[c:4]([C:19]#[N:20])[n:5][n:6]1-[c:7]1[c:8]([Cl:18])[cH:9][c:10]([C:14]([F:15])([F:16])[F:17])[cH:11][c:12]1[Cl:13].[OH2:37]>>[NH:1]([c:2]1[c:3]([C:21]([C:22]([F:23])([F:24])[F:25])=[O:26])[c:4]([C:19]#[N:20])[n:5][n:6]1-[c:7]1[c:8]([Cl:18])[cH:9][c:10]([C:14]([F:15])([F:16])[F:17])[cH:11][c:12]1[Cl:13])[CH2:35][CH:34]=[CH2:33]. As a reaction SMILES: [ClH:1].[NH2:2][CH2:3][CH:4]1[C:9]2[C:10]([CH3:16])=[CH:11][CH:12]=[C:13]([O:14]C)[C:8]=2[CH2:7][CH:6]([CH:17]2[CH2:22][CH2:21][CH2:20][CH2:19][CH2:18]2)[O:5]1.Br>C(O)(=O)C>[ClH:1].[NH2:2][CH2:3][CH:4]1[C:9]2[C:10]([CH3:16])=[CH:11][CH:12]=[C:13]([OH:14])[C:8]=2[CH2:7][CH:6]([CH:17]2[CH2:22][CH2:21][CH2:20][CH2:19][CH2:18]2)[O:5]1 |f:0.1,4.5|. Starting materials: Br (hydrobromic acid), Cl.NCC1OC(CC2=C1C(=CC=C2OC)C)C2CCCCC2 (1-aminomethyl-3-cyclohexyl-3,4-dihydro-5-methoxy-8-methyl-1H-2-benzopyran hydrochloride). Solvent: C(C)(=O)O (acetic acid). Yields the product Cl.NCC1OC(CC2=C1C(=CC=C2O)C)C2CCCCC2 (1-Aminomethyl-3-cyclohexyl-3,4-dihydro-5-hydroxy-8-methyl-1H-2-benzopyran hydrochloride). Reported procedure: A suspension of 294 mg (0.9 mmol) of 1-aminomethyl-3-cyclohexyl-3,4-dihydro-5-methoxy-8-methyl-1H-2-benzopyran hydrochloride, from Step 3, in 8 mL of glacial acetic acid and 8 mL of 48% aqueous hydrobromic acid was stirred at reflux temperature for 2 h. The reaction mixture was concentrated in vacuo to remove most of the hydrobromic acid. The aqueous concentrate was adjusted to pH 8.0 with 50% aqueous sodium hydroxide solution and saturated aqueous sodium bicarbonate solution. The resultant aque... Reactants: [Br-], CON(C)C(=O)C1CCN(Cc2ccccc2)CC1, C[Mg+], CCOC(C)=O, CCOCC, [Cl-], [NH4+]. Product: CC(=O)C1CCN(Cc2ccccc2)CC1. Reaction SMILES: [Br-:20].[CH2:1]([c:2]1[cH:3][cH:4][cH:5][cH:6][cH:7]1)[N:8]1[CH2:9][CH2:10][CH:11]([C:14](=[O:15])[N:16]([O:17][CH3:18])[CH3:19])[CH2:12][CH2:13]1.[CH3:21][Mg+:22].[CH3:23][CH2:24][O:25][C:26]([CH3:27])=[O:28].[CH3:31][CH2:32][O:33][CH2:34][CH3:35].[Cl-:29].[NH4+:30]>>[CH2:1]([c:2]1[cH:3][cH:4][cH:5][cH:6][cH:7]1)[N:8]1[CH2:9][CH2:10][CH:11]([C:14](=[O:15])[CH3:23])[CH2:12][CH2:13]1. Reactants: [OH-].[K+] (potassium hydroxide), ClC1=C(CNC2=NC=C(C(=N2)C(F)(F)F)C(=O)OC)C=CC(=C1)Cl (methyl 2-(2,4-dichlorobenzylamino)-4-(trifluoromethyl)pyrimidine-5-carboxylate). Run in C(C)O (ethanol), C(C)O (ethanol). Yields the product ClC1=C(CNC2=NC=C(C(=N2)C(F)(F)F)C(=O)O)C=CC(=C1)Cl (2-(2,4-dichlorobenzylamino)-4-(trifluoromethyl)pyrimidine-5-carboxylic acid). Isolated yield 96.3%. RXN SMILES: [Cl:1][C:2]1[CH:23]=[C:22]([Cl:24])[CH:21]=[CH:20][C:3]=1[CH2:4][NH:5][C:6]1[N:11]=[C:10]([C:12]([F:15])([F:14])[F:13])[C:9]([C:16]([O:18]C)=[O:17])=[CH:8][N:7]=1.[OH-].[K+]>C(O)C>[Cl:1][C:2]1[CH:23]=[C:22]([Cl:24])[CH:21]=[CH:20][C:3]=1[CH2:4][NH:5][C:6]1[N:11]=[C:10]([C:12]([F:13])([F:15])[F:14])[C:9]([C:16]([OH:18])=[O:17])=[CH:8][N:7]=1 |f:1.2|. Procedure details: To a mixture of methyl 2-(2,4-dichlorobenzylamino)-4-(trifluoromethyl)pyrimidine-5-carboxylate (443 mg) and ethanol (7 mL) was added a solution of potassium hydroxide (200 mg) in ethanol (4 mL), and the mixture was stirred under heating with reflux for 5 hours. The reaction liquid was concentrated under reduced pressure, water (70 mL) was added to the residue, and the liquid property was made acidic (pH 1) with concentrated hydrochloric acid. The product was extracted with ethyl acetate (200 mL)...